From a dataset of the Open Reaction Database (ORD), a public repository of structured organic reaction records. describe an organic reaction: reactants, conditions, products, and yield Starting materials: C(C1=CC=CC=C1)OC=1C=C(C=CC1OCC1=CC=CC=C1)CCNCC1=CC=CC=C1 (N-2-(3,4-dibenzyloxyphenyl)ethyl benzylamine), S(N)(=O)(=O)C1=CC=C(OCCCl)C=C1 (2-(4-sulfamoylphenoxy)ethyl chloride). Solvent: C=1(C(=CC=CC1)C)C (xylene). Product: Cl.C(C1=CC=CC=C1)OC=1C=C(C=CC1OCC1=CC=CC=C1)CCN(CCOC1=CC=C(C=C1)S(N)(=O)=O)CC1=CC=CC=C1 (N-[2-(3,4-dibenzyloxyphenyl)ethyl]-N-[2-(4-sulfamoylphenoxy) ethyl] benzylamine hydrochloride). Isolated yield 43.2%. RXN SMILES: [CH2:1]([O:8][C:9]1[CH:10]=[C:11]([CH2:23][CH2:24][NH:25][CH2:26][C:27]2[CH:32]=[CH:31][CH:30]=[CH:29][CH:28]=2)[CH:12]=[CH:13][C:14]=1[O:15][CH2:16][C:17]1[CH:22]=[CH:21][CH:20]=[CH:19][CH:18]=1)[C:2]1[CH:7]=[CH:6][CH:5]=[CH:4][CH:3]=1.[S:33]([C:37]1[CH:46]=[CH:45][C:40]([O:41][CH2:42][CH2:43][Cl:44])=[CH:39][CH:38]=1)(=[O:36])(=[O:35])[NH2:34]>C1(C)C(C)=CC=CC=1>[ClH:44].[CH2:1]([O:8][C:9]1[CH:10]=[C:11]([CH2:23][CH2:24][N:25]([CH2:26][C:27]2[CH:28]=[CH:29][CH:30]=[CH:31][CH:32]=2)[CH2:43][CH2:42][O:41][C:40]2[CH:39]=[CH:38][C:37]([S:33](=[O:36])(=[O:35])[NH2:34])=[CH:46][CH:45]=2)[CH:12]=[CH:13][C:14]=1[O:15][CH2:16][C:17]1[CH:18]=[CH:19][CH:20]=[CH:21][CH:22]=1)[C:2]1[CH:3]=[CH:4][CH:5]=[CH:6][CH:7]=1 |f:3.4|. Reported procedure: A mixture of N-2-(3,4-dibenzyloxyphenyl)ethyl benzylamine (13.6 g.), 2-(4-sulfamoylphenoxy)ethyl chloride (4.8 g.) and dry xylene (50 ml.) was boiled under reflux for 12 hours. The solution was cooled and the precipitated solid removed by filtration, the filtration then being evaporated in vacuo to dryness and taken up into diethyl ether. Insoluble material was removed from the ethereal solution by filtration, and the filtrate treated with ethereal hydrogen chloride, which resulted in the precip... Reactants: CC1=CC=CC(=N1)C#N (6-methyl-2-cyanopyridine), C[Al](C)C (trimethylaluminum), Cl.CS(=O)(=O)C1=CC=C(N)C=C1 (4-(methylsulfonyl)aniline hydrochloride). Run in C1(=CC=CC=C1)C (toluene), C1(=CC=CC=C1)C (toluene), C(Cl)(Cl)Cl (chloroform). Reaction conditions: time 2 hour. Yields the product CC1=NC(=CC=C1)C(NC1=CC=C(C=C1)S(=O)(=O)C)=N (2-methyl-N-[4-(methylsulfonyl)phenyl]-6-pyridinecarboximidamide). As a reaction SMILES: Cl.[CH3:2][S:3]([C:6]1[CH:12]=[CH:11][C:9]([NH2:10])=[CH:8][CH:7]=1)(=[O:5])=[O:4].C[Al](C)C.[CH3:17][C:18]1[N:23]=[C:22]([C:24]#[N:25])[CH:21]=[CH:20][CH:19]=1>C1(C)C=CC=CC=1.C(Cl)(Cl)Cl>[CH3:17][C:18]1[CH:19]=[CH:20][CH:21]=[C:22]([C:24](=[NH:25])[NH:10][C:9]2[CH:11]=[CH:12][C:6]([S:3]([CH3:2])(=[O:4])=[O:5])=[CH:7][CH:8]=2)[N:23]=1 |f:0.1|. Reported procedure: To a suspension of 4-(methylsulfonyl)aniline hydrochloride (4.2 g, 20.3 mmol) in toluene (100 ml) at 0° C., was added trimethylaluminum (2M solution in toluene, 12 ml, 24 mmol) over 10 minutes. The reaction mixture was warmed to room temperature and stirred for 2 hours. A solution of 6-methyl-2-cyanopyridine (3.6 g, 30.5 mmol) in toluene (100 ml) was added over 10 minutes and the mixture was heated to 85°-90° C. After 24 hours, the reaction mixture was cooled to room temperature and poured over ... Reactants: Cc1cc(C)c(Oc2nc(Cl)nc3ccn(C)c23)c(C)c1, O=C(O)C(F)(F)F, N#Cc1ccc(N)cc1, O. Product: Cc1cc(C)c(Oc2nc(Nc3ccc(C#N)cc3)nc3ccn(C)c23)c(C)c1. As a reaction SMILES: [Cl:1][c:2]1[n:3][c:4]([O:12][c:13]2[c:14]([CH3:21])[cH:15][c:16]([CH3:20])[cH:17][c:18]2[CH3:19])[c:5]2[c:6]([n:7]1)[cH:8][cH:9][n:10]2[CH3:11].[F:31][C:32]([F:33])([F:34])[C:35]([OH:36])=[O:37].[NH2:22][c:23]1[cH:24][cH:25][c:26]([C:27]#[N:28])[cH:29][cH:30]1.[OH2:38]>>[c:2]1([NH:22][c:23]2[cH:24][cH:25][c:26]([C:27]#[N:28])[cH:29][cH:30]2)[n:3][c:4]([O:12][c:13]2[c:14]([CH3:21])[cH:15][c:16]([CH3:20])[cH:17][c:18]2[CH3:19])[c:5]2[c:6]([n:7]1)[cH:8][cH:9][n:10]2[CH3:11].